Dataset: the Open Reaction Database (ORD), a public repository of structured organic reaction records. Task: describe an organic reaction: reactants, conditions, products, and yield Starting materials: resultant solution, C([O-])([O-])=O.[K+].[K+] (potassium carbonate), BrCC1=CC=C(C=C1)B(O)O (4-bromomethylphenyl boronic acid), Cl (hydrochloric acid), BrC=1C=C(C=CC1)O (3-bromophenol). Reagents/catalysts: [I-].[K+] (potassium iodide). The solvent is O (water), CC(=O)C (acetone). Product: BrC=1C=C(OCC2=CC=C(C=C2)B(O)O)C=CC1 ([4-[(3-bromophenoxy)Methyl]phenyl]boronic Acid). Yield: 50.8%. RXN SMILES: [Br:1][C:2]1[CH:3]=[C:4]([OH:8])[CH:5]=[CH:6][CH:7]=1.C(=O)([O-])[O-].[K+].[K+].Br[CH2:16][C:17]1[CH:22]=[CH:21][C:20]([B:23]([OH:25])[OH:24])=[CH:19][CH:18]=1.Cl>CC(C)=O.[I-].[K+].O>[Br:1][C:2]1[CH:3]=[C:4]([CH:5]=[CH:6][CH:7]=1)[O:8][CH2:16][C:17]1[CH:22]=[CH:21][C:20]([B:23]([OH:25])[OH:24])=[CH:19][CH:18]=1 |f:1.2.3,7.8|. Reported procedure: 3-bromophenol (0.50 g) was dissolved in acetone, and to the resultant solution, potassium carbonate (1.49 g), potassium iodide (14 mg), and 4-bromomethylphenyl boronic acid (0.62 g) were added, followed by heating the resultant reaction mixture under reflux for 3 hours. The reaction mixture was left to be cooled down, and to the reaction mixture, water was added, and a 2M hydrochloric acid was added to adjust pH of the reaction mixture to 2 to 3, followed by extracting the reaction mixture with ... The reactants are [Cl-].O[NH3+] (hydroxylammonium chloride), C(O)([O-])=O.[Na+] (sodium hydrogencarbonate), CS(=O)C (dimethyl sulfoxide), C(C)C1=CC2=C(N(C(N(C2=O)CC2(COC2)C)=O)CC2=CC=C(C=C2)C=2C(=CC=CC2)C#N)S1 (4′-{[6-ethyl-3-[(3-methyloxetan-3-yl)methyl]-2,4-dioxo-3,4-dihydrothieno[2,3-d]pyrimidin-1(2H)-yl]methyl}biphenyl-2-carbonitrile). Run in C(Cl)(Cl)Cl (chloroform). Run at temperature 40 celsius, time 30 minute. The product is C(C)C1=CC2=C(N(C(N(C2=O)CC2(COC2)C)=O)CC2=CC=C(C=C2)C2=C(C=CC=C2)C2=NOC(N2)=O)S1 (6-ethyl-3-[(3-methyloxetan-3-yl)methyl]-1-{[2′-(5-oxo-4,5-dihydro-1,2,4-oxadiazol-3-yl)biphenyl-4-yl]methyl}thieno[2,3-d]pyrimidine-2,4(1H,3H)-dione). Isolated yield 57.5%. RXN SMILES: [Cl-].O[NH3+:3].[C:4](=[O:7])([O-])[OH:5].[Na+].CS(C)=O.[CH2:13]([C:15]1[S:46][C:18]2[N:19]([CH2:31][C:32]3[CH:37]=[CH:36][C:35]([C:38]4[C:39]([C:44]#[N:45])=[CH:40][CH:41]=[CH:42][CH:43]=4)=[CH:34][CH:33]=3)[C:20](=[O:30])[N:21]([CH2:24][C:25]3([CH3:29])[CH2:28][O:27][CH2:26]3)[C:22](=[O:23])[C:17]=2[CH:16]=1)[CH3:14]>C(Cl)(Cl)Cl>[CH2:13]([C:15]1[S:46][C:18]2[N:19]([CH2:31][C:32]3[CH:37]=[CH:36][C:35]([C:38]4[CH:43]=[CH:42][CH:41]=[CH:40][C:39]=4[C:44]4[NH:3][C:4](=[O:7])[O:5][N:45]=4)=[CH:34][CH:33]=3)[C:20](=[O:30])[N:21]([CH2:24][C:25]3([CH3:29])[CH2:26][O:27][CH2:28]3)[C:22](=[O:23])[C:17]=2[CH:16]=1)[CH3:14] |f:0.1,2.3|. Reported procedure: A mixture of hydroxylammonium chloride (1.2 g), sodium hydrogencarbonate (1.81 g) and dimethyl sulfoxide (20 mL) was stirred at 40° C. for 30 min, 4′-{[6-ethyl-3-[(3-methyloxetan-3-yl)methyl]-2,4-dioxo-3,4-dihydrothieno[2,3-d]pyrimidin-1(2H)-yl]methyl}biphenyl-2-carbonitrile (0.68 g) was added, and the mixture was stirred at 90° C. for 16 hr. The reaction mixture was diluted with chloroform, washed successively with water and saturated brine, and dried over anhydrous magnesium sulfate. The solve...